From a dataset of the Open Reaction Database (ORD), a public repository of structured organic reaction records. describe an organic reaction: reactants, conditions, products, and yield Reactants: CCCCC(C)=O, Cc1ccccc1, CCc1ncnc(NC(CO)CO)c1Cl, O, Cc1ccc(S(=O)(=O)O)cc1. Yields the product CCCCC1(C)OCC(Nc2ncnc(CC)c2Cl)CO1. RXN SMILES: [CH3:16][C:17]([CH2:18][CH2:19][CH2:20][CH3:21])=[O:22].[CH3:35][c:36]1[cH:37][cH:38][cH:39][cH:40][cH:41]1.[Cl:1][c:2]1[c:3]([NH:10][CH:11]([CH2:12][OH:13])[CH2:14][OH:15])[n:4][cH:5][n:6][c:7]1[CH2:8][CH3:9].[OH2:34].[c:23]1([CH3:24])[cH:25][cH:26][c:27]([S:28]([OH:29])(=[O:30])=[O:31])[cH:32][cH:33]1>>[Cl:1][c:2]1[c:3]([NH:10][CH:11]2[CH2:12][O:13][C:17]([CH3:16])([CH2:18][CH2:19][CH2:20][CH3:21])[O:15][CH2:14]2)[n:4][cH:5][n:6][c:7]1[CH2:8][CH3:9]. Reactants: C1=CC=CC2=NC3=CC=CC=C3C(=C12)C(=O)OC1=CC=CC=C1 (Phenyl acridine-9-carboxylate), O(S(=O)(=O)C(F)(F)F)C (methyl triflate). The solvent is C(Cl)Cl (CH2Cl2). Conditions: time 8 hour. The product is FC(S(=O)(=O)[O-])(F)F.C[N+]1=C2C=CC=CC2=C(C2=CC=CC=C12)C(=O)OC1=CC=CC=C1 (Phenyl 10-methylacridinium-9-carboxylate trifluoro-methanesulfonate). As a reaction SMILES: [CH:1]1[C:14]2[C:5](=[N:6][C:7]3[C:12]([C:13]=2[C:15]([O:17][C:18]2[CH:23]=[CH:22][CH:21]=[CH:20][CH:19]=2)=[O:16])=[CH:11][CH:10]=[CH:9][CH:8]=3)[CH:4]=[CH:3][CH:2]=1.[O:24](C)[S:25]([C:28]([F:31])([F:30])[F:29])(=[O:27])=[O:26]>C(Cl)Cl>[F:29][C:28]([F:31])([F:30])[S:25]([O-:27])(=[O:26])=[O:24].[CH3:28][N+:6]1[C:5]2[C:14](=[CH:1][CH:2]=[CH:3][CH:4]=2)[C:13]([C:15]([O:17][C:18]2[CH:23]=[CH:22][CH:21]=[CH:20][CH:19]=2)=[O:16])=[C:12]2[C:7]=1[CH:8]=[CH:9][CH:10]=[CH:11]2 |f:3.4|. Reported procedure: Phenyl acridine-9-carboxylate (530 mg, 1.7 mmol) was dissolved in CH2Cl2 (5 mL) under argon and methyl triflate (1 mL, 8.8 mmol) was added. The solution was stirred overnight at room temperature to yield a thick yellow precipitate. This precipitate was filtered, washed with ether and dried to obtain the product as yellow crystals. 1H NMR (acetone-d6) δ 5.22 (s, 3H), 7.47-7.71 (m, 5H), 8.23-9.07 (m, 8H). The reactants are C1CCOC1, CO, O=CO, O=[N+]([O-])c1c(CS(=O)(=O)c2cccc3ccccc23)cccc1OCCCCl. The product is Nc1c(CS(=O)(=O)c2cccc3ccccc23)cccc1OCCCCl. As a reaction SMILES: [CH2:32]1[O:33][CH2:34][CH2:35][CH2:36]1.[CH3:37][OH:38].[CH:29]([OH:30])=[O:31].[Cl:1][CH2:2][CH2:3][CH2:4][O:5][c:6]1[c:7]([N+:26]([O-:27])=[O:28])[c:8]([CH2:12][S:13](=[O:14])(=[O:15])[c:16]2[cH:17][cH:18][cH:19][c:20]3[cH:21][cH:22][cH:23][cH:24][c:25]23)[cH:9][cH:10][cH:11]1>>[Cl:1][CH2:2][CH2:3][CH2:4][O:5][c:6]1[c:7]([NH2:26])[c:8]([CH2:12][S:13](=[O:14])(=[O:15])[c:16]2[cH:17][cH:18][cH:19][c:20]3[cH:21][cH:22][cH:23][cH:24][c:25]23)[cH:9][cH:10][cH:11]1.